Dataset: the Open Reaction Database (ORD), a public repository of structured organic reaction records. Task: describe an organic reaction: reactants, conditions, products, and yield Reactants: CN(C)Cc1cc(NC(=O)OC(C)(C)C)c(NC(=O)CC(=O)c2cccc(-n3ccnc3)c2)cc1-c1ccc(F)cc1, ClCCl, O=C(O)C(F)(F)F. The product is CN(C)Cc1cc2c(cc1-c1ccc(F)cc1)NC(=O)CC(c1cccc(-n3ccnc3)c1)=N2. As a reaction SMILES: [C:1]([O:2][C:3](=[O:4])[NH:7][c:8]1[cH:9][c:10]([CH2:38][N:39]([CH3:40])[CH3:41])[c:11](-[c:31]2[cH:32][cH:33][c:34]([F:37])[cH:35][cH:36]2)[cH:12][c:13]1[NH:14][C:15]([CH2:16][C:17](=[O:5])[c:19]1[cH:20][c:21](-[n:25]2[cH:26][n:27][cH:28][cH:29]2)[cH:22][cH:23][cH:24]1)=[O:30])([CH3:6])([CH3:18])[CH3:42].[Cl:50][CH2:51][Cl:52].[F:43][C:44]([F:45])([F:46])[C:47]([OH:48])=[O:49]>>[N:7]1=[C:17]([c:19]2[cH:20][c:21](-[n:25]3[cH:26][n:27][cH:28][cH:29]3)[cH:22][cH:23][cH:24]2)[CH2:16][C:15](=[O:30])[NH:14][c:13]2[c:8]1[cH:9][c:10]([CH2:38][N:39]([CH3:40])[CH3:41])[c:11](-[c:31]1[cH:32][cH:33][c:34]([F:37])[cH:35][cH:36]1)[cH:12]2. As a reaction SMILES: [CH2:1]([O:3][C:4]([C:6]1[NH:7][C:8]2[C:13]([C:14]=1[CH2:15][CH2:16][CH2:17][C:18](N=[N+]=[N-])=[O:19])=[CH:12][C:11]([Br:23])=[CH:10][CH:9]=2)=[O:5])[CH3:2].S(O)(C1C=CC(C)=CC=1)(=O)=O.O.[CH2:36]([OH:43])[C:37]1[CH:42]=[CH:41][CH:40]=[CH:39][CH:38]=1.C(=O)(O)[O-].[Na+]>C1C=CC=CC=1>[CH2:1]([O:3][C:4]([C:6]1[NH:7][C:8]2[C:13]([C:14]=1[CH2:15][CH2:16][CH2:17][C:18]([O:43][CH2:36][C:37]1[CH:42]=[CH:41][CH:40]=[CH:39][CH:38]=1)=[O:19])=[CH:12][C:11]([Br:23])=[CH:10][CH:9]=2)=[O:5])[CH3:2] |f:1.2,4.5|. Solvent: C1=CC=CC=C1 (benzene). Yields the product C(C)OC(=O)C=1NC2=CC=C(C=C2C1CCCC(=O)OCC1=CC=CC=C1)Br (5-bromo-3-[3-benzyloxycarbonyl-propyl]-1H-indole-2-carboxylic acid ethyl ester). Procedure details: 3-(3-Azidocarbonyl-propyl)-5-bromo-1H-indole-2-carboxylic acid ethyl ester (1.28 g, 3.4 mmol, 1.0 equiv), TsOH hydrate (65 mg, 0.34 mmol, 0.1 equiv), and benzyl alcohol (0.74 mL, 6.8 mmol, 2.0 equiv) were refluxed in 30 mL of benzene for 16 h. The solution was then poured into saturated aqueous sodium bicarbonate (50 mL) and extracted with 2×50 mL of diethyl ether. The pooled organic fractions were dried (Na2SO4), filtered, and evaporated. The residue was purified by flash chromatography on sili... Isolated yield 86.1%. Reactants: C([O-])(O)=O.[Na+] (sodium bicarbonate), C(C)OC(=O)C=1NC2=CC=C(C=C2C1CCCC(=O)N=[N+]=[N-])Br (3-(3-Azidocarbonyl-propyl)-5-bromo-1H-indole-2-carboxylic acid ethyl ester), S(=O)(=O)(C1=CC=C(C)C=C1)O.O (TsOH hydrate), C(C1=CC=CC=C1)O (benzyl alcohol).